From a dataset of the Open Reaction Database (ORD), a public repository of structured organic reaction records. describe an organic reaction: reactants, conditions, products, and yield Starting materials: Brc1cc2ncnc(Nc3ccc4[nH]ccc4c3)c2s1, CS(C)=O, OB(O)c1ccc(Cl)cc1. The product is Clc1ccc(-c2cc3ncnc(Nc4ccc5[nH]ccc5c4)c3s2)cc1. RXN SMILES: [Br:11][c:12]1[cH:13][c:14]2[n:15][cH:16][n:17][c:18]([NH:21][c:22]3[cH:23][c:24]4[cH:25][cH:26][nH:27][c:28]4[cH:29][cH:30]3)[c:19]2[s:20]1.[CH3:31][S:32]([CH3:33])=[O:34].[Cl:1][c:2]1[cH:3][cH:4][c:5]([B:8]([OH:9])[OH:10])[cH:6][cH:7]1>>[Cl:1][c:2]1[cH:3][cH:4][c:5](-[c:12]2[cH:13][c:14]3[n:15][cH:16][n:17][c:18]([NH:21][c:22]4[cH:23][c:24]5[cH:25][cH:26][nH:27][c:28]5[cH:29][cH:30]4)[c:19]3[s:20]2)[cH:6][cH:7]1.